This data is from the Open Reaction Database (ORD), a public repository of structured organic reaction records. The task is: describe an organic reaction: reactants, conditions, products, and yield The reactants are OC=1C=CC2=C(N=C(O2)N2CCC(CC2)OC[C@H](C)NC(OC(C)(C)C)=O)C1 (tert-butyl [(1S)-2-{[1-(5-hydroxy-1,3-benzoxazol-2-yl)piperidin-4-yl]oxy}-1-methylethyl]carbamate), C([O-])([O-])=O.[K+].[K+] (potassium carbonate), BrCC1CC1 ((bromomethyl)cyclopropane). Solvent: CN(C)C=O (DMF), C(C)(=O)OCC (ethyl acetate). Run at temperature 60 celsius. Yields the product C1(CC1)COC=1C=CC2=C(N=C(O2)N2CCC(CC2)OC[C@H](C)NC(OC(C)(C)C)=O)C1 (tert-butyl [(1S)-2-({1-[5-(cyclopropylmethoxy)-1,3-benzoxazol-2-yl]piperidin-4-yl}oxy)-1-methylethyl]carbamate). RXN SMILES: [OH:1][C:2]1[CH:3]=[CH:4][C:5]2[O:9][C:8]([N:10]3[CH2:15][CH2:14][CH:13]([O:16][CH2:17][C@@H:18]([NH:20][C:21](=[O:27])[O:22][C:23]([CH3:26])([CH3:25])[CH3:24])[CH3:19])[CH2:12][CH2:11]3)=[N:7][C:6]=2[CH:28]=1.C(=O)([O-])[O-].[K+].[K+].Br[CH2:36][CH:37]1[CH2:39][CH2:38]1>CN(C=O)C.C(OCC)(=O)C>[CH:37]1([CH2:36][O:1][C:2]2[CH:3]=[CH:4][C:5]3[O:9][C:8]([N:10]4[CH2:15][CH2:14][CH:13]([O:16][CH2:17][C@@H:18]([NH:20][C:21](=[O:27])[O:22][C:23]([CH3:24])([CH3:26])[CH3:25])[CH3:19])[CH2:12][CH2:11]4)=[N:7][C:6]=3[CH:28]=2)[CH2:39][CH2:38]1 |f:1.2.3|. Procedure details: To a solution of tert-butyl [(1S)-2-{[1-(5-hydroxy-1,3-benzoxazol-2-yl)piperidin-4-yl]oxy}-1-methylethyl]carbamate (345 mg) in DMF (5 mL) were added potassium carbonate (366 mg) and (bromomethyl)cyclopropane (0.171 mL), and the mixture was stirred with heating at 60° C. for 1.5 hr under a nitrogen atmosphere. The reaction mixture was allowed to cool to room temperature, diluted with ethyl acetate, washed with saturated brine, and dried over anhydrous magnesium sulfate. The solvent was evaporated... Reactants: ClC=1N=C(NC(C1)(OC1=C(C=C(C=C1C)C)C)C)C (4-chloro-2,6-dimethyl-6-(2,4,6-trimethylphenyoxy)-pyrimidine), N[C@H](CO)CC (2-(S)-amino-1-butanol), CS(=O)C (DMSO). Reaction conditions: temperature 130 celsius. The product is CC1=NC(=C(C(=N1)N[C@H](CO)CC)C)OC1=C(C=C(C=C1C)C)C (2-(S)-[2,5-Dimethyl-6-(2,4,6-trimethylphenoxy)-pyrimidin-4-ylamino]-butan-ol). Reaction SMILES: Cl[C:2]1[N:3]=[C:4]([CH3:19])[NH:5][C:6](C)([O:8][C:9]2[C:14]([CH3:15])=[CH:13][C:12]([CH3:16])=[CH:11][C:10]=2[CH3:17])[CH:7]=1.[NH2:20][C@@H:21]([CH2:24][CH3:25])[CH2:22][OH:23].[CH3:26]S(C)=O>>[CH3:19][C:4]1[N:3]=[C:2]([NH:20][C@@H:21]([CH2:24][CH3:25])[CH2:22][OH:23])[C:7]([CH3:26])=[C:6]([O:8][C:9]2[C:10]([CH3:17])=[CH:11][C:12]([CH3:16])=[CH:13][C:14]=2[CH3:15])[N:5]=1. Procedure: A mixture of 4-chloro-2,6-dimethyl-6-(2,4,6-trimethylphenyoxy)-pyrimidine (30 mg) and 2-(S)-amino-1-butanol (0.5 ml) in 0.5 ml of DMSO was heated at 130° C. for 4 hours. The mixture was quenched with water and extracted with ethyl acetate. The organic layer was separated, dried and concentrated to give a crude material. The crude residue was purified through silica gel column chromatography to give 24 mg of the title compound as white crystals. High MS for (C19H27N3O2) calc. 329.2103, found 329.... The reactants are C1(=CC=C(C=C1)S(=O)(=O)Cl)C (p-Toluenesulfonyl chloride), ice, C(C)OCCOCCOCCO (triethylene glycol monoethyl ether). Solvent: N1=CC=CC=C1 (pyridine), Cl (hydrochloric acid). Run at time 3.5 hour. The product is CC=1C=CC(=CC1)S(=O)(=O)O (p-toluenesulfonate), C(C)OCCOCCOCCO (triethylene glycol monoethyl ether). Yield: 199.7%. Reaction SMILES: [C:1]1([CH3:11])[CH:6]=[CH:5][C:4]([S:7](Cl)(=[O:9])=[O:8])=[CH:3][CH:2]=1.[CH2:12]([O:14][CH2:15][CH2:16][O:17][CH2:18][CH2:19][O:20][CH2:21][CH2:22][OH:23])[CH3:13]>N1C=CC=CC=1.Cl>[CH3:11][C:1]1[CH:6]=[CH:5][C:4]([S:7]([OH:14])(=[O:9])=[O:8])=[CH:3][CH:2]=1.[CH2:12]([O:14][CH2:15][CH2:16][O:17][CH2:18][CH2:19][O:20][CH2:21][CH2:22][OH:23])[CH3:13]. Procedure details: p-Toluenesulfonyl chloride (12.583 g, 66.0 mmol) was added to an ice-cooled solution of triethylene glycol monoethyl ether (10.484 ml, 10.694 g, 60.0 mmol) in pyridine (9.7 ml). After being stirred for 3.5 h the reaction was diluted with 10% hydrochloric acid and extracted with ethyl acetate. The organic phase was separated, washed with 10% hydrochloric acid, dried over MgSO4 and concentrated in vacuo to afford sufficiently pure p-toluenesulfonate of triethylene glycol monoethyl ether (19.92 g, ...